Dataset: the Open Reaction Database (ORD), a public repository of structured organic reaction records. Task: describe an organic reaction: reactants, conditions, products, and yield The reactants are C1CCNCC1, C#CC(C)(C)c1ccc(C(F)(F)F)cc1, CN(C)C=O, I[Cu]I, Cc1nc(N)nc(N)c1I. Yields the product Cc1nc(N)nc(N)c1C#CC(C)(C)c1ccc(C(F)(F)F)cc1. RXN SMILES: [CH2:26]1[CH2:27][CH2:28][NH:29][CH2:30][CH2:31]1.[CH3:11][C:12]([C:13]#[CH:14])([CH3:15])[c:16]1[cH:17][cH:18][c:19]([C:22]([F:23])([F:24])[F:25])[cH:20][cH:21]1.[CH3:32][N:33]([CH3:34])[CH:35]=[O:36].[Cu:37]([I:38])[I:39].[NH2:1][c:2]1[n:3][c:4]([CH3:10])[c:5]([I:9])[c:6]([NH2:8])[n:7]1>>[NH2:1][c:2]1[n:3][c:4]([CH3:10])[c:5]([C:14]#[C:13][C:12]([CH3:11])([CH3:15])[c:16]2[cH:17][cH:18][c:19]([C:22]([F:23])([F:24])[F:25])[cH:20][cH:21]2)[c:6]([NH2:8])[n:7]1. Reactants: ClC=1N=NC(=C(N1)NC1=C(C=CC=C1)S(=O)(=O)C(C)C)Cl (3,6-dichloro-N-[2-(propan-2-ylsulfonyl)phenyl]-1,2,4-triazin-5-amine), CP(=O)(C)C1=CC(=C(N)C=C1)CC (4-(Dimethylphosphoryl)-2-ethylaniline), C12(C(=O)CC(CC1)C2(C)C)CS(=O)(=O)O (camphorsulfonic acid). Solvent: CC(C)O (2-propanol), ClCCl (dichloromethane). The product is ClC1=C(N=C(N=N1)NC1=C(C=C(C=C1)P(=O)(C)C)CC)NC1=C(C=CC=C1)S(=O)(=O)C(C)C (6-chloro-N3-[4(dimethylphosphoryl)-2-ethylphenyl]-N5-[2-(propan-2-ylsulfonyl)phenyl]-1,2,4-triazine-3,5-diamine). Reaction SMILES: Cl[C:2]1[N:3]=[N:4][C:5]([Cl:21])=[C:6]([NH:8][C:9]2[CH:14]=[CH:13][CH:12]=[CH:11][C:10]=2[S:15]([CH:18]([CH3:20])[CH3:19])(=[O:17])=[O:16])[N:7]=1.[CH3:22][P:23]([C:26]1[CH:32]=[CH:31][C:29]([NH2:30])=[C:28]([CH2:33][CH3:34])[CH:27]=1)([CH3:25])=[O:24].C12(CS(O)(=O)=O)C(C)(C)C(CC1)CC2=O>CC(O)C.ClCCl>[Cl:21][C:5]1[N:4]=[N:3][C:2]([NH:30][C:29]2[CH:31]=[CH:32][C:26]([P:23]([CH3:25])([CH3:22])=[O:24])=[CH:27][C:28]=2[CH2:33][CH3:34])=[N:7][C:6]=1[NH:8][C:9]1[CH:14]=[CH:13][CH:12]=[CH:11][C:10]=1[S:15]([CH:18]([CH3:20])[CH3:19])(=[O:17])=[O:16]. Reported procedure: A mixture of 3,6-dichloro-N-[2-(propan-2-ylsulfonyl)phenyl]-1,2,4-triazin-5-amine (prepared as in Example 106: 0.7 mmol), 4-(Dimethylphosphoryl)-2-ethylaniline (0.7 mmol) and camphorsulfonic acid (0.7 equiv.), is refluxed for 20-48 hours in 2-propanol. The reaction mixture is allowed to cool to room temperature, dissolved in dichloromethane and washed with an aqueous solution of Na2CO3. The dichloromethane extract is dried over MgSO4 and evaporated. The crude product is purified by Prep-HPLC. The reactants are C1CCOC1, COC(=O)c1sc(CCc2c(-c3ccccn3)noc2C)nc1C, CO, [Li+], [OH-], O, O. Product: Cc1nc(CCc2c(-c3ccccn3)noc2C)sc1C(=O)O. As a reaction SMILES: [CH2:30]1[O:31][CH2:32][CH2:33][CH2:34]1.[CH3:1][O:2][C:3](=[O:4])[c:5]1[c:6]([CH3:24])[n:7][c:8]([CH2:10][CH2:11][c:12]2[c:13](-[c:18]3[n:19][cH:20][cH:21][cH:22][cH:23]3)[n:14][o:15][c:16]2[CH3:17])[s:9]1.[CH3:28][OH:29].[Li+:27].[OH-:26].[OH2:25].[OH2:35]>>[O:2]=[C:3]([OH:4])[c:5]1[c:6]([CH3:24])[n:7][c:8]([CH2:10][CH2:11][c:12]2[c:13](-[c:18]3[n:19][cH:20][cH:21][cH:22][cH:23]3)[n:14][o:15][c:16]2[CH3:17])[s:9]1. Starting materials: C1SCSCS1, O=C(c1ccc(F)cc1)c1ccc(F)cc1, C1CCOC1, O. Yields the product OC(c1ccc(F)cc1)(c1ccc(F)cc1)C1SCSCS1. As a reaction SMILES: [CH2:1]1[S:2][CH2:3][S:4][CH2:5][S:6]1.[F:7][c:8]1[cH:9][cH:10][c:11]([C:12](=[O:13])[c:14]2[cH:15][cH:16][c:17]([F:20])[cH:18][cH:19]2)[cH:21][cH:22]1.[O:24]1[CH2:25][CH2:26][CH2:27][CH2:28]1.[OH2:23]>>[CH:1]1([C:12]([c:11]2[cH:10][cH:9][c:8]([F:7])[cH:22][cH:21]2)([OH:13])[c:14]2[cH:15][cH:16][c:17]([F:20])[cH:18][cH:19]2)[S:2][CH2:3][S:4][CH2:5][S:6]1. Starting materials: S1C(=CC=C1)C(C(=O)Cl)C=1SC=CC1 (2,2-Di(2-thienyl)acetyl chloride), N[C@@H]1CN(CC1)CCC1=CC=C(C=C1)F ((S)-3-amino-1-(2-(4-fluorophenyl)ethyl)pyrrolidine). Product: S1C(=CC=C1)C(C(=O)N[C@@H]1CN(CC1)CCC1=CC=C(C=C1)F)C=1SC=CC1 ((S)-2,2-di(2-thienyl)-N-(1-(2-(4-fluorophenyl)ethyl)pyrrolidin-3-yl)acetamide). Yield: 23.9%. RXN SMILES: [S:1]1[CH:5]=[CH:4][CH:3]=[C:2]1[CH:6]([C:10]1[S:11][CH:12]=[CH:13][CH:14]=1)[C:7](Cl)=[O:8].[NH2:15][C@H:16]1[CH2:20][CH2:19][N:18]([CH2:21][CH2:22][C:23]2[CH:28]=[CH:27][C:26]([F:29])=[CH:25][CH:24]=2)[CH2:17]1>>[S:1]1[CH:5]=[CH:4][CH:3]=[C:2]1[CH:6]([C:10]1[S:11][CH:12]=[CH:13][CH:14]=1)[C:7]([NH:15][C@H:16]1[CH2:20][CH2:19][N:18]([CH2:21][CH2:22][C:23]2[CH:24]=[CH:25][C:26]([F:29])=[CH:27][CH:28]=2)[CH2:17]1)=[O:8]. Procedure: 2,2-Di(2-thienyl)acetyl chloride (0.67 g) and (S)-3-amino-1-(2-(4-fluorophenyl)ethyl)pyrrolidine (0.42 g) were reacted under the same conditions as in Example 53 to give (S)-2,2-di(2-thienyl)-N-(1-(2-(4-fluorophenyl)ethyl)pyrrolidin-3-yl)acetamide (0.2 g), melting point 96-98° C. Starting materials: COC(CCC1=CC=C(C=C1)C1=NC2=C(N1)C=C(C=C2)C(NC2=NC1=CC=CC=C1C=C2)=O)=O (3-{4-[6-(quinolin-2-ylcarbamoyl)-1H-benzoimidazol-2-yl]-phenyl}-propionic acid methyl ester), [OH-].[Na+] (NaOH), Cl (HCl). Solvent: CO (MeOH). Conditions: time 3 hour. Yields the product N1=C(C=CC2=CC=CC=C12)NC(=O)C=1C=CC2=C(NC(=N2)C2=CC=C(C=C2)CCC(=O)O)C1 (3-{4-[6-(quinolin-2-ylcarbamoyl)-1H-benzoimidazol-2-yl]-phenyl}-propionic acid). Reaction SMILES: C[O:2][C:3](=[O:34])[CH2:4][CH2:5][C:6]1[CH:11]=[CH:10][C:9]([C:12]2[NH:16][C:15]3[CH:17]=[C:18]([C:21](=[O:33])[NH:22][C:23]4[CH:32]=[CH:31][C:30]5[C:25](=[CH:26][CH:27]=[CH:28][CH:29]=5)[N:24]=4)[CH:19]=[CH:20][C:14]=3[N:13]=2)=[CH:8][CH:7]=1.[OH-].[Na+].Cl>CO>[N:24]1[C:25]2[C:30](=[CH:29][CH:28]=[CH:27][CH:26]=2)[CH:31]=[CH:32][C:23]=1[NH:22][C:21]([C:18]1[CH:19]=[CH:20][C:14]2[N:13]=[C:12]([C:9]3[CH:10]=[CH:11][C:6]([CH2:5][CH2:4][C:3]([OH:34])=[O:2])=[CH:7][CH:8]=3)[NH:16][C:15]=2[CH:17]=1)=[O:33] |f:1.2|. Procedure details: The above 3-{4-[6-(quinolin-2-ylcarbamoyl)-1H-benzoimidazol-2-yl]-phenyl}-propionic acid methyl ester was taken up in MeOH (5 mL) then 1N NaOH (5 mL) was added. The solution was stirred at ambient temperature for 3 h then the solution was carefully acidified to pH 3-4 with 1N HCl. The suspension was filtered, washed with water, and dried under reduced pressure to give 3-{4-[6-(quinolin-2-ylcarbamoyl)-1H-benzoimidazol-2-yl]-phenyl}-propionic acid. 1H NMR (MeOD, 400 MHz): δ 8.45-8.43 (d, J=8.97 Hz... Reactants: [Al+3], CCOCC, [H-], [H-], [H-], [H-], [Li+], COC(=O)c1c(N)cccc1F, O. Product: Nc1cccc(F)c1CO. Reaction SMILES: [Al+3:2].[CH3:20][CH2:21][O:22][CH2:23][CH3:24].[H-:1].[H-:4].[H-:5].[H-:6].[Li+:3].[NH2:7][c:8]1[c:9]([C:10](=[O:11])[O:12][CH3:13])[c:14]([F:18])[cH:15][cH:16][cH:17]1.[OH2:19]>>[NH2:7][c:8]1[c:9]([CH2:10][OH:11])[c:14]([F:18])[cH:15][cH:16][cH:17]1.